Dataset: the Open Reaction Database (ORD), a public repository of structured organic reaction records. Task: describe an organic reaction: reactants, conditions, products, and yield The reactants are C(C)OC(C(C)(C)Br)=O (2-Bromo-2-methylpropionic acid ethyl ester), C([O-])([O-])=O.[K+].[K+] (potassium carbonate), [C@@H]12N(C[C@@H](NC1)C2)CC=2N(C1=NC(=NC(=C1N2)N2CCOCC2)N2C(=NC1=C2C=CC=C1)CC)C (8-[(1S,4S)-1-(2,5-diazabicyclo[2.2.1]hept-2-yl)methyl]-2-(2-ethylbenzoimidazol-1-yl)-9-methyl-6-morpholin-4-yl-9H-purine). Run in C(C)#N (acetonitrile). Reaction conditions: temperature 80 celsius. Yields the product C(C)C1=NC2=C(N1C1=NC(=C3N=C(N(C3=N1)C)CN1[C@@H]3CN([C@H](C1)C3)C(C(=O)OCC)(C)C)N3CCOCC3)C=CC=C2 (ethyl 2-((1S,4S)-5-((2-(2-ethyl-1H-benzo[d]imidazol-1-yl)-9-methyl-6-morpholino-9H-purin-8-yl)methyl)-2,5-diazabicyclo[2.2.1]heptan-2-yl)-2-methylpropanoate). Isolated yield 56.7%. RXN SMILES: [CH2:1]([O:3][C:4](=[O:9])[C:5](Br)([CH3:7])[CH3:6])[CH3:2].C(=O)([O-])[O-].[K+].[K+].[C@H:16]12[CH2:22][C@H:19]([NH:20][CH2:21]1)[CH2:18][N:17]2[CH2:23][C:24]1[N:25]([CH3:50])[C:26]2[C:31]([N:32]=1)=[C:30]([N:33]1[CH2:38][CH2:37][O:36][CH2:35][CH2:34]1)[N:29]=[C:28]([N:39]1[C:43]3[CH:44]=[CH:45][CH:46]=[CH:47][C:42]=3[N:41]=[C:40]1[CH2:48][CH3:49])[N:27]=2>C(#N)C>[CH2:48]([C:40]1[N:39]([C:28]2[N:27]=[C:26]3[C:31]([N:32]=[C:24]([CH2:23][N:17]4[CH2:18][C@@H:19]5[CH2:22][C@H:16]4[CH2:21][N:20]5[C:5]([CH3:7])([CH3:6])[C:4]([O:3][CH2:1][CH3:2])=[O:9])[N:25]3[CH3:50])=[C:30]([N:33]3[CH2:34][CH2:35][O:36][CH2:37][CH2:38]3)[N:29]=2)[C:43]2[CH:44]=[CH:45][CH:46]=[CH:47][C:42]=2[N:41]=1)[CH3:49] |f:1.2.3|. Procedure: 2-Bromo-2-methylpropionic acid ethyl ester (90 μL, 0.61 mmol) was added to a solution of potassium carbonate (84 mg, 0.61 mmol) and 8-[(1S,4S)-1-(2,5-diazabicyclo[2.2.1]hept-2-yl)methyl]-2-(2-ethylbenzoimidazol-1-yl)-9-methyl-6-morpholin-4-yl-9H-purine (140 mg, 0.30 mmol) in anhydrous acetonitrile. The resulting mixture was heated at 80° C. for 48 h, then cooled to ambient temperature and partitioned between EtOAc and water. The organic layer was separated, washed with brine, then dried (MgSO4) ... The reactants are S(=O)(Cl)Cl (thionyl chloride), ClC1(CC1)C(CC(=C(C(C)(C)O)Cl)Cl)(CN1N=CN=C1)O (6-(1-chlorocyclopropyl)-3,4-dichloro-2,6-dihydroxy-2-methyl-7-(1,2,4-triazol-1-yl)-hept-3-ene), C([O-])([O-])=O.[Na+].[Na+] (sodium carbonate). Solvent: C(Cl)Cl (methylene chloride). Yields the product ClC1(CC1)C(CC(=C(C(=C)C)Cl)Cl)(CN1N=CN=C1)O (6(1-chlorocyclopropyl)-3,4dichloro-6-hydroxy-2-methyl-7-(1,2,4-triazol-1-yl)hepta-1,3-diene). The yield is 29.7%. As a reaction SMILES: S(Cl)(Cl)=O.[Cl:5][C:6]1([C:9]([OH:25])([CH2:19][N:20]2[CH:24]=[N:23][CH:22]=[N:21]2)[CH2:10][C:11]([Cl:18])=[C:12]([Cl:17])[C:13](O)([CH3:15])[CH3:14])[CH2:8][CH2:7]1.C(=O)([O-])[O-].[Na+].[Na+]>C(Cl)Cl>[Cl:5][C:6]1([C:9]([OH:25])([CH2:19][N:20]2[CH:24]=[N:23][CH:22]=[N:21]2)[CH2:10][C:11]([Cl:18])=[C:12]([Cl:17])[C:13]([CH3:15])=[CH2:14])[CH2:7][CH2:8]1 |f:2.3.4|. Procedure details: 0.71 g (6 mmol) of thionyl chloride are added at room temperature with stirring to a mixture of 1.77 g (5 mmol) of 6-(1-chlorocyclopropyl)-3,4-dichloro-2,6-dihydroxy-2-methyl-7-(1,2,4-triazol-1-yl)-hept-3-ene and 20 ml of methylene chloride, and the mixture is then heated at reflux for 5 hours. Aqueous sodium carbonate solution is subsequently added to the reaction mixture, which is then subjected several times to extraction with methylene chloride. The combined organic phases are dried over sod... Starting materials: C(C)(C)C1(CCCCC1)C(=O)O (1-isopropylcyclohexanoic acid), S(=O)(Cl)Cl (thionyl chloride), acid chloride, C(C)N (ethylamine), solution. Run in CCOCC (ether), O (water), CCOCC (ether). The product is C(C)(C)C1(CCCCC1)C(=O)Cl (1-isopropylcyclohexanoyl chloride), C(C)NC(=O)C1(CCCCC1)C(C)C (N-ethyl-1-isopropylcyclohexanamide). As a reaction SMILES: [CH:1]([C:4]1([C:10]([OH:12])=[O:11])[CH2:9][CH2:8][CH2:7][CH2:6][CH2:5]1)([CH3:3])[CH3:2].S(Cl)([Cl:15])=O.[CH2:17]([NH2:19])[CH3:18]>CCOCC.O>[CH:1]([C:4]1([C:10]([Cl:15])=[O:12])[CH2:9][CH2:8][CH2:7][CH2:6][CH2:5]1)([CH3:3])[CH3:2].[CH2:17]([NH:19][C:10]([C:4]1([CH:1]([CH3:3])[CH3:2])[CH2:5][CH2:6][CH2:7][CH2:8][CH2:9]1)=[O:11])[CH3:18]. Reported procedure: 1-isopropylcyclohexanoyl chloride was prepared from 1-isopropylcyclohexanoic acid and thionyl chloride. A solution of this acid chloride (2.6 g) in ether (25 ml) was added dropwise to a stirred solution of ethylamine (5 ml of a 70% solution in water) in ether (100 ml). After 2 hours the ethereal solution was washed with dilute hydrochloric acid and water, dried (MgSO4) and concentrated to give a white solid. This was recrystallised from petroleum ether (bp. 40°-60°) to give N-ethyl-1-isopropylcy... Reactants: C=C(C(=O)c1ccc(OC)c(Cl)c1Cl)C1CCCC1, O, O=S(=O)(O)O. Product: COc1cc2c(c(Cl)c1Cl)C(=O)C(C1CCCC1)C2. As a reaction SMILES: [CH:1]1([C:6]([C:7](=[O:8])[c:9]2[c:10]([Cl:18])[c:11]([Cl:17])[c:12]([O:15][CH3:16])[cH:13][cH:14]2)=[CH2:19])[CH2:2][CH2:3][CH2:4][CH2:5]1.[OH2:20].[S:21](=[O:22])(=[O:23])([OH:24])[OH:25]>>[CH:1]1([CH:6]2[C:7](=[O:8])[c:9]3[c:10]([Cl:18])[c:11]([Cl:17])[c:12]([O:15][CH3:16])[cH:13][c:14]3[CH2:19]2)[CH2:2][CH2:3][CH2:4][CH2:5]1. The reactants are O=C(n1ccnc1)n1ccnc1, CCn1c2ccccc2c2cc(C(=O)O)ccc21, ClCCl, NCc1ccccc1. The product is CCn1c2ccccc2c2cc(C(=O)NCc3ccccc3)ccc21. RXN SMILES: [C:19]([n:20]1[cH:21][cH:22][n:23][cH:24]1)([n:25]1[cH:26][cH:27][n:28][cH:29]1)=[O:30].[CH2:1]([CH3:2])[n:3]1[c:4]2[cH:5][cH:6][cH:7][cH:8][c:9]2[c:10]2[cH:11][c:12]([C:16](=[O:17])[OH:18])[cH:13][cH:14][c:15]12.[Cl:39][CH2:40][Cl:41].[NH2:31][CH2:32][c:33]1[cH:34][cH:35][cH:36][cH:37][cH:38]1>>[CH2:1]([CH3:2])[n:3]1[c:4]2[cH:5][cH:6][cH:7][cH:8][c:9]2[c:10]2[cH:11][c:12]([C:16](=[O:18])[NH:31][CH2:32][c:33]3[cH:34][cH:35][cH:36][cH:37][cH:38]3)[cH:13][cH:14][c:15]12.